From a dataset of the Open Reaction Database (ORD), a public repository of structured organic reaction records. describe an organic reaction: reactants, conditions, products, and yield Reaction SMILES: [CH2:1]([N:5]1[C:13]2[C:8](=[CH:9][CH:10]=[CH:11][CH:12]=2)[C:7]([C:14]([C:16]2[C:24]([Cl:25])=[C:23]([Cl:26])[C:22]([Cl:27])=[C:21]([Cl:28])[C:17]=2[C:18]([OH:20])=O)=[O:15])=[C:6]1[CH3:29])[CH2:2][CH2:3][CH3:4].[CH3:30][N:31]([CH3:41])[C:32]1[CH:37]=[CH:36][CH:35]=[C:34]([N:38]([CH3:40])[CH3:39])[CH:33]=1.C(OC(=O)C)(=O)C.[OH-].[Na+]>>[CH3:39][N:38]([CH3:40])[C:34]1[CH:33]=[C:32]([N:31]([CH3:41])[CH3:30])[CH:37]=[CH:36][C:35]=1[C:14]1([C:7]2[C:8]3[C:13](=[CH:12][CH:11]=[CH:10][CH:9]=3)[N:5]([CH2:1][CH2:2][CH2:3][CH3:4])[C:6]=2[CH3:29])[C:16]2[C:17](=[C:21]([Cl:28])[C:22]([Cl:27])=[C:23]([Cl:26])[C:24]=2[Cl:25])[C:18](=[O:20])[O:15]1 |f:3.4|. Run at temperature 110 celsius, time 8 hour. Starting materials: [OH-].[Na+] (sodium hydroxide), C(CCC)N1C(=C(C2=CC=CC=C12)C(=O)C1=C(C(=O)O)C(=C(C(=C1Cl)Cl)Cl)Cl)C (2-[(1-n-butyl-2-methyl-3-indolyl)carbonyl]-3,4,5,6-tetrachlorobenzoic acid), CN(C1=CC(=CC=C1)N(C)C)C (N,N,N',N'-tetramethyl-m-phenylenediamine), C(C)(=O)OC(C)=O (acetic anhydride). Reported procedure: A mixture of 5.20 g (0.01 mole) of 2-[(1-n-butyl-2-methyl-3-indolyl)carbonyl]-3,4,5,6-tetrachlorobenzoic acid, prepared in part A above, 2.0 g (0.012 mole) of N,N,N',N'-tetramethyl-m-phenylenediamine and five ml of acetic anhydride was warmed over a period of approximately forty minutes at 110° C. The reaction mixture was then cooled to ambient temperature, set aside overnight, rendered alkaline with 10 percent aqueous sodium hydroxide solution and extracted with benzene. Petroleum ether was slo... Product: CN(C1=C(C=CC(=C1)N(C)C)C1(OC(=O)C2=C(C(=C(C(=C12)Cl)Cl)Cl)Cl)C1=C(N(C2=CC=CC=C12)CCCC)C)C (3-[2,4-bis(dimethylamino)phenyl]-3-(1-n-butyl-2-methyl-3-indolyl)-4,5,6,7-tetrachlorophthalide), Formula III. Reactants: COC=1C=C2C=3CSC4=C(C3NC2=CC1)C=CC=C4 (8-methoxy-6,11-dihydro-5-thia-11-aza-benzo[a]fluorene), C(C)I (EtI). The product is C(C)N1C2=CC=C(C=C2C=2CSC3=C(C12)C=CC=C3)OC (11-ethyl-8-methoxy-6,11-dihydro-5-thia-11-aza-benzo[a]fluorene). As a reaction SMILES: [CH3:1][O:2][C:3]1[CH:4]=[C:5]2[C:13](=[CH:14][CH:15]=1)[NH:12][C:11]1[C:10]3[CH:16]=[CH:17][CH:18]=[CH:19][C:9]=3[S:8][CH2:7][C:6]2=1.[CH2:20](I)[CH3:21]>>[CH2:20]([N:12]1[C:11]2[C:10]3[CH:16]=[CH:17][CH:18]=[CH:19][C:9]=3[S:8][CH2:7][C:6]=2[C:5]2[C:13]1=[CH:14][CH:15]=[C:3]([O:2][CH3:1])[CH:4]=2)[CH3:21]. Reported procedure: Following the procedure as in Example 33, using 8-methoxy-6,11-dihydro-5-thia-11-aza-benzo[a]fluorene (1.00 g, 3.75 mmol) and EtI (878 mg, 5.63 mmoL) as the starting material, the title compound was prepared as a white solid. Reactants: C(C)(C)(C)OC(C1=CC=C(C=C1)OC1=CC(=C(C=C1)N(CCCl)CCCl)C)=O (4-{4-[bis(2-chloroethyl)-amino]-3-methyl-phenoxy)-benzoic acid tert-butyl ester), FC(C(=O)O)(F)F (trifluoroacetic acid). Solvent: ClCCl (dichloromethane). Conditions: time 2 hour. Product: ClCCN(C1=C(C=C(OC2=CC=C(C(=O)O)C=C2)C=C1)C)CCCl (4-{4-[bis(2-chloroethyl)-amino]-3-methyl-phenoxy)-benzoic acid), FC(C(=O)[O-])(F)F (trifluoroacetate). The yield is 73.0%. As a reaction SMILES: C([O:5][C:6](=[O:28])[C:7]1[CH:12]=[CH:11][C:10]([O:13][C:14]2[CH:19]=[CH:18][C:17]([N:20]([CH2:24][CH2:25][Cl:26])[CH2:21][CH2:22][Cl:23])=[C:16]([CH3:27])[CH:15]=2)=[CH:9][CH:8]=1)(C)(C)C.[F:29][C:30]([F:35])([F:34])[C:31]([OH:33])=[O:32]>ClCCl>[Cl:23][CH2:22][CH2:21][N:20]([CH2:24][CH2:25][Cl:26])[C:17]1[CH:18]=[CH:19][C:14]([O:13][C:10]2[CH:11]=[CH:12][C:7]([C:6]([OH:28])=[O:5])=[CH:8][CH:9]=2)=[CH:15][C:16]=1[CH3:27].[F:29][C:30]([F:35])([F:34])[C:31]([O-:33])=[O:32]. Procedure details: A solution of compound 5 in dichloromethane (5 ml) and trifluoroacetic acid (10 mL) was allowed to stir at ambient temperature for 2 hours. The mixture was evaporated to dryness, azeotroped twice with ethyl acetate to give 4-{4-[bis(2-chloroethyl)-amino]-3-methyl-phenoxy)-benzoic acid (compound 6) as a solid trifluoroacetate salt (1.0 g, 73% yield). Melting point, 91-3° C. RXN SMILES: [Cl:1][C:2]1[N:7]=[C:6]([NH:8][C:9]([CH3:15])([CH3:14])[C:10](OC)=[O:11])[C:5]([N+:16]([O-])=O)=[CH:4][CH:3]=1.[H][H]>CO.[Ni]>[Cl:1][C:2]1[N:7]=[C:6]2[C:5](=[CH:4][CH:3]=1)[NH:16][C:10](=[O:11])[C:9]([CH3:15])([CH3:14])[NH:8]2. The reagents and catalysts are [Ni] (Raney nickel). Reactants: ClC1=CC=C(C(=N1)NC(C(=O)OC)(C)C)[N+](=O)[O-] (Methyl N-(6-chloro-3-nitro-2-pyridyl)-2-aminoisobutyrate), [H][H] (hydrogen), [H][H] (hydrogen). The yield is 61.2%. Reported procedure: Methyl N-(6-chloro-3-nitro-2-pyridyl)-2-aminoisobutyrate (4.0 g, 14.6 mmol) was hydrogenated in 250 ml of methanol with Raney nickel catalysis under 1 atm of hydrogen. After hydrogen uptake ceased, the catalyst was filtered off with suction, and the filtrate was concentrated and chromatographed on silica gel (ethyl acetate/heptane=1:2). 1.89 g (61%) of the compound of Example 15, of melting point 229° C., were obtained. The solvent is CO (methanol). Product: ClC=1N=C2NC(C(NC2=CC1)=O)(C)C (6-Chloro-3,3-dimethyl-3,4-dihydro-1,4,5-triazanaphthalen-2(1H)-one). Starting materials: COC1=NC(=NC=C1C1=NC(=C(C=C1)OC1=CC(=NC=C1)C=1C=NN(C1)C)C)NCC(C)(C)C (4-methoxy-5-(6-methyl-5-((2-(1-methyl-1H-pyrazol-4-yl)pyridin-4-yl)oxy)pyridin-2-yl)-N-neopentylpyrimidin-2-amine), Br (HBr), CCOC(=O)C (EtOAc). Solvent: C(C)(=O)O (acetic acid). Reaction conditions: temperature 80 celsius, time 3 hour. The product is CC1=C(C=CC(=N1)C=1C(NC(=NC1)NCC(C)(C)C)=O)OC1=CC(=NC=C1)C=1C=NN(C1)C (5-(6-methyl-5-((2-(1-methyl-1H-pyrazol-4-yl)pyridin-4-yl)oxy)pyridin-2-yl)-2-(neopentylamino)pyrimidin-4(3H)-one). Isolated yield 56.1%. RXN SMILES: C[O:2][C:3]1[C:8]([C:9]2[CH:14]=[CH:13][C:12]([O:15][C:16]3[CH:21]=[CH:20][N:19]=[C:18]([C:22]4[CH:23]=[N:24][N:25]([CH3:27])[CH:26]=4)[CH:17]=3)=[C:11]([CH3:28])[N:10]=2)=[CH:7][N:6]=[C:5]([NH:29][CH2:30][C:31]([CH3:34])([CH3:33])[CH3:32])[N:4]=1.Br.CCOC(C)=O>C(O)(=O)C>[CH3:28][C:11]1[N:10]=[C:9]([C:8]2[C:3](=[O:2])[NH:4][C:5]([NH:29][CH2:30][C:31]([CH3:34])([CH3:32])[CH3:33])=[N:6][CH:7]=2)[CH:14]=[CH:13][C:12]=1[O:15][C:16]1[CH:21]=[CH:20][N:19]=[C:18]([C:22]2[CH:23]=[N:24][N:25]([CH3:27])[CH:26]=2)[CH:17]=1. Procedure: A solution of 4-methoxy-5-(6-methyl-5-((2-(1-methyl-1H-pyrazol-4-yl)pyridin-4-yl)oxy)pyridin-2-yl)-N-neopentylpyrimidin-2-amine (0.081 g, 0.176 mmol) in acetic acid (2 mL) was treated with HBr (48% aq, 0.080 mL, 0.705 mmol), heated at 80° C. for 6 h, then cooled to RT overnight. The mixture was treated with ice and EtOAc, neutralized with satd. NaHCO3, extracted with EtOAc (3×) and the combined organics were washed with brine, dried over MgSO4 and concentrated to dryness. The material was suspen... Starting materials: C1CC(=O)N(C1=O)I (NIS), BrC1=CC2=C(CCN(CC2)C(C(F)(F)F)=O)C=C1O (1-(7-Bromo-8-hydroxy-1,2,4,5-tetrahydro-benzo[d]azepin-3-yl)-2,2,2-trifluoro-ethanone), ice. Solvent: C(=O)(C(F)(F)F)O (TFA). Reaction conditions: time 45 minute. Yields the product BrC=1C(=C(C2=C(CCN(CC2)C(C(F)(F)F)=O)C1)I)O (1-(8-Bromo-7-hydroxy-6-iodo-1,2,4,5-tetrahydro-benzo[d]azepin-3-yl)-2,2,2-trifluoro-ethanone). Yield: 11.7%. RXN SMILES: [Br:1][C:2]1[C:18]([OH:19])=[CH:17][C:5]2[CH2:6][CH2:7][N:8]([C:11](=[O:16])[C:12]([F:15])([F:14])[F:13])[CH2:9][CH2:10][C:4]=2[CH:3]=1.C1C(=O)N([I:27])C(=O)C1>C(O)(C(F)(F)F)=O>[Br:1][C:2]1[C:18]([OH:19])=[C:17]([I:27])[C:5]2[CH2:6][CH2:7][N:8]([C:11](=[O:16])[C:12]([F:15])([F:14])[F:13])[CH2:9][CH2:10][C:4]=2[CH:3]=1. Procedure: Into a 100 ml flask, the product of step (e) (1.03 g, 3.05 mmol) dissolved in TFA (10 ml) was added. To this stirred solution, NIS (828 mg, 3.68 mmol) was added. The reaction mixture was stirred at room temperature for 45 minutes, then carefully poured over ice-cold saturated aqueous NaHCO3 (200 ml). The aqueous mixture was extracted with EtOAc (3×). The combined EtOAc extracts were washed with brine, dried over Na2SO4, and solvent evaporated in vacuo to give the crude product. Purification by s... Reactants: C(C1=CC=CC=C1)[C@H]1C(O[C@@H](C1)[C@H](CC(CCOCC1=CC=CC=C1)(C)C)NC(=O)OC(C)(C)C)=O (3(R)-benzyl-5(S)-[5-benzyloxy-1 (S)-tert-butoxycarbonylamino-3,3-dimethyl-pentyl]-2-oxo-tetrahydrofuran). Solvent: C(CCC)N (butylamine). Product: C(CCC)NC([C@@H](C[C@@H]([C@H](CC(CCOCC1=CC=CC=C1)(C)C)NC(=O)OC(C)(C)C)O)CC1=CC=CC=C1)=O (2(R)-Benzyl-9-benzyloxy-5(S)-tert-butoxycarbonylamino-4(S)-hydroxy-7,7-dimethyl-nonanoic acid (N-butyl)amide). Reaction SMILES: [CH2:1]([C@@H:8]1[CH2:12][C@@H:11]([C@@H:13]([NH:28][C:29]([O:31][C:32]([CH3:35])([CH3:34])[CH3:33])=[O:30])[CH2:14][C:15]([CH3:27])([CH3:26])[CH2:16][CH2:17][O:18][CH2:19][C:20]2[CH:25]=[CH:24][CH:23]=[CH:22][CH:21]=2)[O:10][C:9]1=[O:36])[C:2]1[CH:7]=[CH:6][CH:5]=[CH:4][CH:3]=1>C(N)CCC>[CH2:13]([NH:28][C:9](=[O:36])[C@H:8]([CH2:1][C:2]1[CH:3]=[CH:4][CH:5]=[CH:6][CH:7]=1)[CH2:12][C@H:11]([OH:10])[C@@H:13]([NH:28][C:29]([O:31][C:32]([CH3:35])([CH3:33])[CH3:34])=[O:30])[CH2:14][C:15]([CH3:26])([CH3:27])[CH2:16][CH2:17][O:18][CH2:19][C:20]1[CH:21]=[CH:22][CH:23]=[CH:24][CH:25]=1)[CH2:11][CH2:12][CH3:8]. Procedure: A solution of 502 mg of 3(R)-benzyl-5(S)-[5-benzyloxy-1 (S)-tert-butoxycarbonylamino-3,3-dimethyl-pentyl]-2-oxo-tetrahydrofuran in 8.5 ml of butylamine is stirred at room temperature for 20 h and concentrated and the residue is purified by chromatography over silica gel (mobile phase A): Rf (A)=0.47; FAB-MS: (M+H)+ =569. Starting materials: CC1=CC(=C(N)C(=C1)[N+](=O)[O-])[N+](=O)[O-] (4-methyl-2,6-dinitroaniline), C(C)O (ethanol). Solvent: O (water), (NH4)2S. Run at temperature 28 celsius. Product: CNC1=C(C=CC=C1[N+](=O)[O-])N (Methyl-3-nitro-1,2-phenylenediamine). Isolated yield 85.0%. Reaction SMILES: C[C:2]1[CH:8]=[C:7]([N+:9]([O-:11])=[O:10])[C:5]([NH2:6])=[C:4]([N+:12]([O-])=O)[CH:3]=1.[CH2:15](O)C>O>[CH3:15][NH:6][C:5]1[C:7]([N+:9]([O-:11])=[O:10])=[CH:8][CH:2]=[CH:3][C:4]=1[NH2:12]. Reported procedure: The procedure of Gillespie et al., J. Org. Chem. 25:942 (1960) was adopted as follows. A dark black solution of 4-methyl-2,6-dinitroaniline (0.100 g, 0.561 mmol, Aldrich, used as received) in 6.66% aq. (NH4)2S (3.3 mL, prepared from 20% aq.(NH4)2S solution supplied by Aldrich) and ethanol (3.5 mL) was refluxed for 45 min. It was then cooled to 28° C. and the solvents were removed as much as possible under vacuum (inside the hood to avoid the stench of ammonium sulfide). The slurry so obtained wa... The reactants are CCN(CC)CCCl, Cl, [Na+], [OH-], CCOc1ccc2nc(S)[nH]c2c1. Yields the product CCOc1ccc2nc(SCCN(CC)CC)[nH]c2c1. Reaction SMILES: [CH2:15]([CH3:16])[N:17]([CH2:18][CH2:19][Cl:20])[CH2:21][CH3:22].[ClH:14].[Na+:24].[OH-:23].[SH:1][c:2]1[nH:3][c:4]2[c:5]([n:6]1)[cH:7][cH:8][c:9]([O:11][CH2:12][CH3:13])[cH:10]2>>[S:1]([c:2]1[nH:3][c:4]2[c:5]([n:6]1)[cH:7][cH:8][c:9]([O:11][CH2:12][CH3:13])[cH:10]2)[CH2:19][CH2:18][N:17]([CH2:15][CH3:16])[CH2:21][CH3:22]. Reactants: CS(=O)(=O)OC1CCN(Cc2ccccc2)C1, N. The product is NC1CCN(Cc2ccccc2)C1. RXN SMILES: [CH2:2]([c:3]1[cH:4][cH:5][cH:6][cH:7][cH:8]1)[N:9]1[CH2:10][CH:11]([O:14][S:15]([CH3:16])(=[O:17])=[O:18])[CH2:12][CH2:13]1.[NH3:1]>>[NH2:1][CH:11]1[CH2:10][N:9]([CH2:2][c:3]2[cH:4][cH:5][cH:6][cH:7][cH:8]2)[CH2:13][CH2:12]1.